Dataset: the Open Reaction Database (ORD), a public repository of structured organic reaction records. Task: describe an organic reaction: reactants, conditions, products, and yield The reactants are FC=1C=C2CCCN(C2=CC1)C=1C(NC2=CC=C(C=C2N1)C(=O)OC)=O (methyl 3-(6-fluoro-1,2,3,4-tetrahydroquinolin-1-yl)-2-oxo-1,2-dihydroquinoxaline-6-carboxylate), N1=CC=CC=C1 (pyridine), O(S(=O)(=O)C(F)(F)F)S(=O)(=O)C(F)(F)F (Tf2O). The solvent is ClCCl (dichloromethane). Conditions: time 8 hour. Product: FC=1C=C2CCCN(C2=CC1)C=1C(=NC2=CC=C(C=C2N1)C(=O)OC)OS(=O)(=O)C(F)(F)F (methyl 3-(6-fluoro-1,2,3,4-tetrahydroquinolin-1-yl)-2-(trifluoromethylsulfonyloxy)quinoxaline-6-carboxylate). The yield is 131.3%. Reaction SMILES: [F:1][C:2]1[CH:3]=[C:4]2[C:9](=[CH:10][CH:11]=1)[N:8]([C:12]1[C:13](=[O:26])[NH:14][C:15]3[C:20]([N:21]=1)=[CH:19][C:18]([C:22]([O:24][CH3:25])=[O:23])=[CH:17][CH:16]=3)[CH2:7][CH2:6][CH2:5]2.N1C=CC=CC=1.[O:33](S(C(F)(F)F)(=O)=O)[S:34]([C:37]([F:40])([F:39])[F:38])(=O)=[O:35]>ClCCl>[F:1][C:2]1[CH:3]=[C:4]2[C:9](=[CH:10][CH:11]=1)[N:8]([C:12]1[C:13]([O:26][S:34]([C:37]([F:40])([F:39])[F:38])(=[O:35])=[O:33])=[N:14][C:15]3[C:20]([N:21]=1)=[CH:19][C:18]([C:22]([O:24][CH3:25])=[O:23])=[CH:17][CH:16]=3)[CH2:7][CH2:6][CH2:5]2. Reported procedure: To a solution of methyl 3-(6-fluoro-1,2,3,4-tetrahydroquinolin-1-yl)-2-oxo-1,2-dihydroquinoxaline-6-carboxylate (150 mg, 0.43 mmol) in dichloromethane (40 mL) was added pyridine (136 mg, 1.72 mmol) and Tf2O (242 mg, 0.86 mmol) with stifling overnight maintained with an inert atmosphere of nitrogen at room temperature. The reaction was then quenched with water (50 mL), extracted with dichloromethane (3×10 mL), the organic layers combined and dried over anhydrous magnesium sulfate, concentrated un... Reactants: [N+](=[N-])=CC(=O)OCC (ethyl diazoacetate), solution, C(C)(C)[N-]C(C)C.[Li+] (lithium diisopropylamide), C(CCC)[Li] (n-butyllithium), C(C)(C)NC(C)C (diisopropylamine), C1(=CC=CC=C1)C1(C=CC(CC1)=O)C1=CC=CC=C1 (4,4-diphenylcyclohex-2-enone). The solvent is O1CCCC1 (tetrahydrofuran), C(C)(=O)O (acetic acid), O1CCCC1 (tetrahydrofuran), C1(=CC=CC=C1)C (toluene). Run at temperature -78 celsius, time 2 hour. Yields the product C1(=CC=CC=C1)C1(C=CC2=C(NN=C2C1)C(=O)OCC)C1=CC=CC=C1 (ethyl 6,6-diphenyl-6,7-dihydro-2H-indazole-3-carboxylate). As a reaction SMILES: [N+:1](=[CH:3][C:4]([O:6][CH2:7][CH3:8])=[O:5])=[N-:2].C([N-]C(C)C)(C)C.[Li+].C([Li])CCC.C(NC(C)C)(C)C.[C:29]1([C:35]2([C:42]3[CH:47]=[CH:46][CH:45]=[CH:44][CH:43]=3)[CH2:40][CH2:39][C:38](=O)[CH:37]=[CH:36]2)[CH:34]=[CH:33][CH:32]=[CH:31][CH:30]=1>O1CCCC1.C1(C)C=CC=CC=1.C(O)(=O)C>[C:29]1([C:35]2([C:42]3[CH:43]=[CH:44][CH:45]=[CH:46][CH:47]=3)[CH2:36][C:37]3[C:38](=[C:3]([C:4]([O:6][CH2:7][CH3:8])=[O:5])[NH:1][N:2]=3)[CH:39]=[CH:40]2)[CH:30]=[CH:31][CH:32]=[CH:33][CH:34]=1 |f:1.2|. Procedure details: 20 cm3 of ethyl diazoacetate, followed by slow addition of 210 cm3 of a solution of lithium diisopropylamide prepared beforehand from 140.7 cm3 of 1.6M n-butyllithium and 35.55 cm3 of diisopropylamine in solution in 35 cm3 of tetrahydrofuran are added dropwise to a solution, maintained at −78° C., of 35 g of 4,4-diphenylcyclohex-2-enone in 315 cm3 of tetrahydrofuran. After addition, the reaction mixture is stirred at a temperature in the region of −78° C. for 2 hours. 28.2 cm3 of glacial acetic ... RXN SMILES: [BH4-:15].[CH3:19][CH2:20][OH:21].[CH:1](=[O:2])[CH:3]([CH2:4][CH2:5][C:6](=[O:7])[O:8][CH3:9])[CH2:10][CH2:11][CH2:12][CH2:13][CH3:14].[Na+:16].[Na+:18].[OH-:17]>>[CH:3]1([CH2:10][CH2:11][CH2:12][CH2:13][CH3:14])[CH2:4][CH2:5][C:6](=[O:7])[O:8][CH2:9]1. Yields the product CCCCCC1CCC(=O)OC1. Reactants: [BH4-], CCO, CCCCCC(C=O)CCC(=O)OC, [Na+], [Na+], [OH-]. Starting materials: FC1=CC=C(C=C1)C#CC1=CC=C(C=C1)C(F)(F)F (4-fluoro-4'-trifluoromethyltolane), C(C)(=O)O (acetic acid), S(O)(O)(=O)=O (sulfuric acid), mercuric sulfate. The solvent is O (water), O (water). Conditions: temperature 90 celsius, time 3.5 hour. Yields the product FC1=CC=C(C=C1)C(CC1=CC=C(C=C1)C(F)(F)F)=O (4'-fluoro-2- (4-trifluoromethylphenyl)acetophenone). RXN SMILES: [F:1][C:2]1[CH:7]=[CH:6][C:5]([C:8]#[C:9][C:10]2[CH:15]=[CH:14][C:13]([C:16]([F:19])([F:18])[F:17])=[CH:12][CH:11]=2)=[CH:4][CH:3]=1.C(O)(=[O:22])C.S(=O)(=O)(O)O>O>[F:1][C:2]1[CH:7]=[CH:6][C:5]([C:8](=[O:22])[CH2:9][C:10]2[CH:15]=[CH:14][C:13]([C:16]([F:17])([F:18])[F:19])=[CH:12][CH:11]=2)=[CH:4][CH:3]=1. Reported procedure: To 12.2 g (46 mmol) of 4-fluoro-4'-trifluoromethyltolane, 60 ml of water, 60 ml of acetic acid, 40 ml of sulfuric acid and 13.6 g (46 mmol) of mercuric sulfate were added, and the mixture was stirred at 90° C. for 3.5 hours. After completion of the reaction, water was added to the reaction mixture, and the mixture was extracted with diethyl ether. The extract was dried over anhydrous sodium sulfate, and the solvent was distilled off. The residue was purified by silica gel column chromatography (... The reactants are OCCOC1OCCCC1 (1-hydroxy-2-tetrahydropyran-2-yloxyethane), C(CCC)P(CCCC)CCCC (tributylphosphine), 1,1-diethylazodicarboxylate, FC(CO)(F)F (2,2,2-trifluoroethanol). Run in C1=CC=CC=C1 (benzene). Conditions: time 6 hour. Product: FC(COCCOC1OCCCC1)(F)F (2-tetrahydropyran-2-yloxyethyl 2,2,2-trifluoroethyl ether). RXN SMILES: [OH:1][CH2:2][CH2:3][O:4][CH:5]1[CH2:10][CH2:9][CH2:8][CH2:7][O:6]1.[F:11][C:12]([F:16])([F:15])[CH2:13]O.C(P(CCCC)CCCC)CCC>C1C=CC=CC=1>[F:11][C:12]([F:16])([F:15])[CH2:13][O:1][CH2:2][CH2:3][O:4][CH:5]1[CH2:10][CH2:9][CH2:8][CH2:7][O:6]1. Procedure details: According to the procedure of Tet. Let., 35, 5997-6000 (1994), combine 1-hydroxy-2-tetrahydropyran-2-yloxyethane (J. Chem. Soc. Chem. Commun., 1766 (1990)) (5.0 mmol), 1,1-diethylazodicarboxylate (10 mmol), 2,2,2-trifluoroethanol (100 mmol), and tributylphosphine (10 mmol) in benzene (100 mL). After 6 hours, concentrate intuacuo to give a residue. Chromatograph on silica gel to give 2-tetrahydropyran-2-yloxyethyl 2,2,2-trifluoroethyl ether. The reactants are C[Si](O[Si](CCCOCC1OC1)(C)C)(CC[Si](C)(C)C)C (1,1,3,3-Tetramethyl-3-(3-oxiranylmethoxy-propyl)-1-(2-trimethylsilanyl-ethyl)-disiloxane), N1(CCNCC1)CCO (2-piperazin-1-yl ethanol). The solvent is C(C)O (ethanol), C(C)O (ethanol). Reaction conditions: temperature 70 celsius. The product is OCCN1CCN(CC1)CC(COCCC[Si](O[Si](CC[Si](C)(C)C)(C)C)(C)C)O (1-(4-(2-Hydroxy-ethyl)-piperazin-1-yl)-3-(3-(1,1,3,3-tetramethyl-3-(2-trimethylsilanyl-ethyl)-disiloxanyl)-propoxy)-propan-2-ol). As a reaction SMILES: [N:1]1([CH2:7][CH2:8][OH:9])[CH2:6][CH2:5][NH:4][CH2:3][CH2:2]1.[CH3:10][Si:11]([CH3:30])([CH2:24][CH2:25][Si:26]([CH3:29])([CH3:28])[CH3:27])[O:12][Si:13]([CH3:23])([CH3:22])[CH2:14][CH2:15][CH2:16][O:17][CH2:18][CH:19]1[CH2:21][O:20]1>C(O)C>[OH:9][CH2:8][CH2:7][N:1]1[CH2:6][CH2:5][N:4]([CH2:21][CH:19]([OH:20])[CH2:18][O:17][CH2:16][CH2:15][CH2:14][Si:13]([CH3:22])([CH3:23])[O:12][Si:11]([CH3:30])([CH3:10])[CH2:24][CH2:25][Si:26]([CH3:29])([CH3:28])[CH3:27])[CH2:3][CH2:2]1. Procedure: 2-piperazin-1-yl ethanol (0.74 g) and 20 mL of ethanol were charged to a 100 mL RB flask equipped with a magnetic stirrer. The mixture was stirred and heated to 70° C. 1,1,3,3-Tetramethyl-3-(3-oxiranylmethoxy-propyl)-1-(2-trimethylsilanyl-ethyl)-disiloxane (2.0 g) was placed in an addition funnel and added dropwise to the flask. The mixture was stirred and maintained at 70° C. for an additional 4 hours. The reaction progress was monitored by NMR spectroscopy. Upon reaction completion, ethanol wa... Reactants: C([O-])(O)=O.[Na+] (Sodium bicarbonate), CC=1SC(NN1)=S (2-methyl-5-thioxo-1,3,4-thiadiazoline), [Na] (sodium), C(C)(=O)OCC1=C(N2C(C(C2SC1)NC(CC=1SCCSC1)=O)=O)C(=O)O (3 -acetoxymethyl-2-carboxy-7-[(5,6-dihydro-1,4-dithiin-2-yl )acetamido]-8-oxo-5-thia-1-aza-bicyclo [4,2,0]oct-2-ene). Run in O (water), C(C)(C)OC(C)C (diisopropyl ether). Conditions: temperature 60 celsius, time 16 hour. Product: C(=O)(O)C=1N2C(C(C2SCC1CSC=1SC(=NN1)C)NC(CC=1SCCSC1)=O)=O (2-Carboxy-7-[(5,6-dihydro-1,4-dithiin-2-yl )acetamido]-3-[(5-methyl-1,3,4-thiadiazol-2-yl )thiomethyl]-8-oxo-5-thia-1-aza-bicyclo[4,2,0]oct-2-ene). Isolated yield 51.4%. Reaction SMILES: [Na].C(O[CH2:6][C:7]1[CH2:14][S:13][CH:12]2[N:9]([C:10](=[O:25])[CH:11]2[NH:15][C:16](=[O:24])[CH2:17][C:18]2[S:19][CH2:20][CH2:21][S:22][CH:23]=2)[C:8]=1[C:26]([OH:28])=[O:27])(=O)C.C(=O)(O)[O-].[Na+].[CH3:34][C:35]1[S:36][C:37](=[S:40])[NH:38][N:39]=1>O.C(OC(C)C)(C)C>[C:26]([C:8]1[N:9]2[CH:12]([S:13][CH2:14][C:7]=1[CH2:6][S:40][C:37]1[S:36][C:35]([CH3:34])=[N:39][N:38]=1)[CH:11]([NH:15][C:16](=[O:24])[CH2:17][C:18]1[S:19][CH2:20][CH2:21][S:22][CH:23]=1)[C:10]2=[O:25])([OH:28])=[O:27] |f:2.3,^1:0|. Reported procedure: The sodium salt of 3 -acetoxymethyl-2-carboxy-7-[(5,6-dihydro-1,4-dithiin-2-yl )acetamido]-8-oxo-5-thia-1-aza-bicyclo [4,2,0]oct-2-ene (10 g.) is dissolved in distilled water (200 cc.). Sodium bicarbonate (2.25 g.) followed by 2-methyl-5-thioxo-1,3,4-thiadiazoline (3.54 g.) are added to the solution and the mixture is heated with stirring at 60° C. for 16 hours. After cooling, the reaction mixture is washed with ethyl acetate (200 cc.). The pH of the mixture is brought to 6.5 by addition of 4N h...